From a dataset of the Open Reaction Database (ORD), a public repository of structured organic reaction records. describe an organic reaction: reactants, conditions, products, and yield The reactants are C1COCCN1, C1CCOC1, CC(C)N1CCN(C(=O)c2ccc(C=O)cc2)CC1, [Na+], [OH-]. The product is CC(C)N1CCN(C(=O)c2ccc(CN3CCOCC3)cc2)CC1. RXN SMILES: [CH2:20]1[CH2:21][O:22][CH2:23][CH2:24][NH:25]1.[CH2:28]1[O:29][CH2:30][CH2:31][CH2:32]1.[CH:1]([CH3:2])([CH3:3])[N:4]1[CH2:5][CH2:6][N:7]([C:10](=[O:11])[c:12]2[cH:13][cH:14][c:15]([CH:16]=[O:17])[cH:18][cH:19]2)[CH2:8][CH2:9]1.[Na+:27].[OH-:26]>>[CH:1]([CH3:2])([CH3:3])[N:4]1[CH2:5][CH2:6][N:7]([C:10](=[O:11])[c:12]2[cH:13][cH:14][c:15]([CH2:16][N:25]3[CH2:20][CH2:21][O:22][CH2:23][CH2:24]3)[cH:18][cH:19]2)[CH2:8][CH2:9]1. Starting materials: N1=CN=C(C=C1O)O (pyrimidine-4,6-diol), resultant mixture, ClC1=CC=C(CBr)C=C1 (4-chlorobenzyl bromide). Reagents/catalysts: C([O-])([O-])=O.[Ag+2] (silver carbonate). Run in C1CCOC1 (THF). Product: ClC1=CC=C(COC2=CC(NC=N2)=O)C=C1 (6-((4-Chlorobenzyl)oxy)pyrimidin-4(3H)-one). Isolated yield 9.5%. Reaction SMILES: [N:1]1[C:6]([OH:7])=[CH:5][C:4]([OH:8])=[N:3][CH:2]=1.[Cl:9][C:10]1[CH:17]=[CH:16][C:13]([CH2:14]Br)=[CH:12][CH:11]=1>C1COCC1.C(=O)([O-])[O-].[Ag+2]>[Cl:9][C:10]1[CH:17]=[CH:16][C:13]([CH2:14][O:8][C:4]2[N:3]=[CH:2][NH:1][C:6](=[O:7])[CH:5]=2)=[CH:12][CH:11]=1 |f:3.4|. Procedure details: To a stirred solution of pyrimidine-4,6-diol (2.5 g) in THF (25 ml) was added silver carbonate (15.3 g) at room temperature followed by dropwise addition of 4-chlorobenzyl bromide (4.58 g), and the resultant mixture was heated at reflux for 2 h. The reaction mixture was then cooled to room temperature, filtered through Celite, and the filtrate was concentrated in vacuo. The residue was purified by silica gel column chromatography (MeOH/DCM) to give the title compound (500 mg) as a white solid. Reactants: C(C)OC(=O)C1=C(N=C(S1)Br)CN(CC(=O)OCC)CC1=C(C=C(C=C1)OC)OC (2-bromo-4-{[(2,4-dimethoxy-benzyl)-ethoxycarbonylmethyl-amino]-methyl}-thiazole-5-carboxylic acid ethy ester), S1C=C(C2=C1C=CC=C2)B(O)O (1-benzothiophen-3-yl-boronic acid). Yields the product C(C)OC(=O)C1=C(N=C(S1)C=1C2=C(SC1)C=CC=C2)CN(CC(=O)OCC)CC2=C(C=C(C=C2)OC)OC (2-Benzo[b]thiophen-3-yl-4-{[(2,4-dimethoxy-benzyl)-ethoxycarbonylmethyl-amino]-methyl}-thiazole-5-carboxylic acid ethyl ester). RXN SMILES: [CH2:1]([O:3][C:4]([C:6]1[S:10][C:9](Br)=[N:8][C:7]=1[CH2:12][N:13]([CH2:20][C:21]1[CH:26]=[CH:25][C:24]([O:27][CH3:28])=[CH:23][C:22]=1[O:29][CH3:30])[CH2:14][C:15]([O:17][CH2:18][CH3:19])=[O:16])=[O:5])[CH3:2].[S:31]1[C:35]2[CH:36]=[CH:37][CH:38]=[CH:39][C:34]=2[C:33](B(O)O)=[CH:32]1>>[CH2:1]([O:3][C:4]([C:6]1[S:10][C:9]([C:33]2[C:34]3[CH:39]=[CH:38][CH:37]=[CH:36][C:35]=3[S:31][CH:32]=2)=[N:8][C:7]=1[CH2:12][N:13]([CH2:20][C:21]1[CH:26]=[CH:25][C:24]([O:27][CH3:28])=[CH:23][C:22]=1[O:29][CH3:30])[CH2:14][C:15]([O:17][CH2:18][CH3:19])=[O:16])=[O:5])[CH3:2]. Procedure: Prepared from 2-bromo-4-{[(2,4-dimethoxy-benzyl)-ethoxycarbonylmethyl-amino]-methyl}-thiazole-5-carboxylic acid ethy ester, example 81(b), and 1-benzothiophen-3-yl-boronic acid under conditions analogous to experimental example 81(c). MS: (+) m/z 555.5 (M+1). Reactants: [N+](=O)([O-])NC1=NC=C(C(N1)=O)CC1=CC=NC=C1 (2-nitroamino-5-(4-pyridyl)methyl-4-pyrimidone), CN(C)CC=1SC=C(N1)CSCCN (2-(2-dimethylaminomethyl-4-thiazolylmethylthio)ethylamine). Product: CN(C)CC=1SC=C(N1)CSCCNC1=NC=C(C(N1)=O)CC1=CC=NC=C1 (2-[2-(2-dimethylaminomethyl-4-thiazolylmethylthio)ethyl]amino-5-(4-pyridyl)methyl-4-pyrimidone), trihydrochloride. Reaction SMILES: [N+]([NH:4][C:5]1[NH:10][C:9](=[O:11])[C:8]([CH2:12][C:13]2[CH:18]=[CH:17][N:16]=[CH:15][CH:14]=2)=[CH:7][N:6]=1)([O-])=O.[CH3:19][N:20]([CH2:22][C:23]1[S:24][CH:25]=[C:26]([CH2:28][S:29][CH2:30][CH2:31]N)[N:27]=1)[CH3:21]>>[CH3:21][N:20]([CH2:22][C:23]1[S:24][CH:25]=[C:26]([CH2:28][S:29][CH2:30][CH2:31][NH:4][C:5]2[NH:10][C:9](=[O:11])[C:8]([CH2:12][C:13]3[CH:18]=[CH:17][N:16]=[CH:15][CH:14]=3)=[CH:7][N:6]=2)[N:27]=1)[CH3:19]. Reported procedure: Following the procedure of Example 1, 2-nitroamino-5-(4-pyridyl)methyl-4-pyrimidone was reacted with 2-(2-dimethylaminomethyl-4-thiazolylmethylthio)ethylamine to yield 2-[2-(2-dimethylaminomethyl-4-thiazolylmethylthio)ethyl]amino-5-(4-pyridyl)methyl-4-pyrimidone as a trihydrochloride salt melting at 200°-202° C. after recrystallization from a methanol/ethanol solvent mixture.